From a dataset of the Open Reaction Database (ORD), a public repository of structured organic reaction records. describe an organic reaction: reactants, conditions, products, and yield Starting materials: O=C(COC1=CC=C(C=C1)[N+](=O)[O-])C (4-[2-oxo-propoxy]nitrobenzene), C(=O)([O-])[O-].[K+].[K+] (K2CO3), CN(C)C=O (DMF), ClCC(C)=O (Chloroacetone), [N+](=O)([O-])C1=CC=C(C=C1)O (4-nitrophenol). Yields the product CC1(OC2=C(C(N1)=O)C=CC=C2)COC2=CC=C(C=C2)[N+](=O)[O-] (4-[[2-Methyl-4-oxo-3,4-dihydro-(2H)-1,3-benzoxazine-2-yl]methoxy]nitrobenzene). Isolated yield 31.0%. Reaction SMILES: [O:1]=[C:2]([CH3:14])[CH2:3][O:4][C:5]1[CH:10]=[CH:9][C:8]([N+:11]([O-:13])=[O:12])=[CH:7][CH:6]=1.C([O-])([O-])=O.[K+].[K+].[N+]([C:24]1[CH:29]=[CH:28][C:27](O)=[CH:26][CH:25]=1)([O-])=O.ClCC(=O)C.C[N:37]([CH:39]=[O:40])C>>[CH3:14][C:2]1([CH2:3][O:4][C:5]2[CH:6]=[CH:7][C:8]([N+:11]([O-:13])=[O:12])=[CH:9][CH:10]=2)[NH:37][C:39](=[O:40])[C:24]2[CH:29]=[CH:28][CH:27]=[CH:26][C:25]=2[O:1]1 |f:1.2.3|. Procedure: Preparation of 4-[2-oxo-propoxy]nitrobenzene—To stirred suspension of K2CO3 (50.0 g, 0.36 mol) in dry DMF (500 mL) was added 4-nitrophenol (25.0 g, 0.18 mol) and stirred for 30 min at 25° C. Chloroacetone (21.5 mL, 0.27 mol) was added to the reaction mixture and stirred for 24 h at 25-30° C. The reaction mixture was filtered through a buchner funnel. The filtrate was poured into water (500 mL) and extracted with ethyl acetate (3×300 mL). The combined organic layers were washed with brine, dried ...